Dataset: the Open Reaction Database (ORD), a public repository of structured organic reaction records. Task: describe an organic reaction: reactants, conditions, products, and yield Starting materials: Cc1ccc(C(C)(C)C)cc1[N+](=O)[O-], CCOC(=O)C(=O)OCC, CCOCC, CCO, [K]. Product: CCOC(=O)C(=O)Cc1ccc(C(C)(C)C)cc1[N+](=O)[O-]. RXN SMILES: [C:17]([CH3:18])([CH3:19])([CH3:20])[c:21]1[cH:22][c:23]([N+:28](=[O:29])[O-:30])[c:24]([CH3:27])[cH:25][cH:26]1.[C:7]([C:8]([O:10][CH2:9][CH3:11])=[O:12])(=[O:13])[O:14][CH2:15][CH3:16].[CH3:2][CH2:3][O:4][CH2:5][CH3:6].[CH3:31][CH2:32][OH:33].[K:1]>>[C:7]([C:8](=[O:10])[CH2:27][c:24]1[c:23]([N+:28](=[O:29])[O-:30])[cH:22][c:21]([C:17]([CH3:18])([CH3:19])[CH3:20])[cH:26][cH:25]1)(=[O:13])[O:14][CH2:15][CH3:16]. Reactants: BrCCCCCCCC1=CC(=NC(=C1)C)C (4-(Bromoheptyl)-2,6-dimethyl pyridine), C1(C=2C(C(N1)=O)=CC=CC2)=O.[K] (potassium phthalimide). Solvent: CN(C=O)C (dimethylformamide). Conditions: temperature 125 celsius. Product: C1(C=2C(C(N1CCCCCCCC1=CC(=NC(=C1)C)C)=O)=CC=CC2)=O (4-(7-Phthalimidoheptyl)-2,6-dimethylpyridine). As a reaction SMILES: Br[CH2:2][CH2:3][CH2:4][CH2:5][CH2:6][CH2:7][CH2:8][C:9]1[CH:14]=[C:13]([CH3:15])[N:12]=[C:11]([CH3:16])[CH:10]=1.[C:17]1(=[O:27])[NH:21][C:20](=[O:22])[C:19]2=[CH:23][CH:24]=[CH:25][CH:26]=[C:18]12.[K]>CN(C)C=O>[C:17]1(=[O:27])[N:21]([CH2:2][CH2:3][CH2:4][CH2:5][CH2:6][CH2:7][CH2:8][C:9]2[CH:14]=[C:13]([CH3:15])[N:12]=[C:11]([CH3:16])[CH:10]=2)[C:20](=[O:22])[C:19]2=[CH:23][CH:24]=[CH:25][CH:26]=[C:18]12 |f:1.2,^1:27|. Reported procedure: A mixture of compound (14) (3.54 g, 12.5 mmol), potassium phthalimide (2.54 g, 13.7 mmol) and dimethylformamide (25 ml) was heated at 125° C. for 6 h. DMF was evaporated and the residue coevaporated twice with n-butanol and twice with toluene. The dry crude product was purified by flash chromatography. Yield: 3.54 g (81%) viscous oil Rf=0.46 (System A) H1NMR (60 MHz, CDCl3): 7.60-7.95 (m, 4H), 6.76 (s, 2H), 3.68 (t, 2H, J=7 Hz), 2.48 (s, 6H), 2.36-2.60 (m, 2H), 1.23-1.77 (m, 10H) Starting materials: O=C1N(C(CC1)=O)C(C(=O)O)CCCC ((2,5-dioxopyrrolidin-1-yl)hexanoic acid), C1(=CC=CC=C1)P(=O)(C1=CC=CC=C1)N=[N+]=[N-] (diphenylphosphoryl azide), FC=1C(NC(NC1)=O)=O (5-fluorouracil), O=C1N(C(CC1)=O)CCCCCN=C=O (5-(2,5-dioxopyrrolidin-1-yl)pentyl isocyanate). Solvent: C1=CC=CC=C1 (benzene), C(C)N(CC)CC (triethyl amine). Product: O=C1N(C(CC1)=O)CCCCCNC(=O)N1C(=O)NC(=O)C(=C1)F (1-[N-[5-(2,5-dioxopyrrolidin-1-yl)pentyl]carbamoyl]-5-fluorouracil). RXN SMILES: O=C1CCC(=O)N1C(CCCC)C(O)=O.C1(P(N=[N+]=[N-])(C2C=CC=CC=2)=O)C=CC=CC=1.[O:33]=[C:34]1[CH2:38][CH2:37][C:36](=[O:39])[N:35]1[CH2:40][CH2:41][CH2:42][CH2:43][CH2:44][N:45]=[C:46]=[O:47].[F:48][C:49]1[C:50](=[O:56])[NH:51][C:52](=[O:55])[NH:53][CH:54]=1>C1C=CC=CC=1.C(N(CC)CC)C>[O:33]=[C:34]1[CH2:38][CH2:37][C:36](=[O:39])[N:35]1[CH2:40][CH2:41][CH2:42][CH2:43][CH2:44][NH:45][C:46]([N:53]1[CH:54]=[C:49]([F:48])[C:50](=[O:56])[NH:51][C:52]1=[O:55])=[O:47]. Procedure: The reaction of 6-[(2,5-dioxopyrrolidin-1-yl)hexanoic acid and diphenylphosphoryl azide in a solutuon of triethyl amine and benzene provided a solution comprising 5-(2,5-dioxopyrrolidin-1-yl)pentyl isocyanate, which was reacted with 5-fluorouracil to provide 1-[N-[5-(2,5-dioxopyrrolidin-1-yl)pentyl]carbamoyl]-5-fluorouracil substantially in the similar method to that of Example 13.